From a dataset of the Open Reaction Database (ORD), a public repository of structured organic reaction records. describe an organic reaction: reactants, conditions, products, and yield Starting materials: C(C)N (ethylamine), OC1=CC=C2C=CN(C(C2=C1)=O)C=1C=C(C(=O)O)C=CC1C (3-(7-hydroxy-1-oxoisoquinolin-2(1H)-yl)-4-methylbenzoic acid), S(=O)(Cl)Cl (thionyl chloride), CN(C)C=O (DMF). Run in C1CCOC1 (THF), C(Cl)Cl (methylene chloride), [OH-].[Na+] (NaOH). Conditions: temperature 40 celsius, time 2 hour. Yields the product C(C)NC(C1=CC(=C(C=C1)C)N1C(C2=CC(=CC=C2C=C1)O)=O)=O (N-ethyl-3-(7-hydroxy-1-oxoisoquinolin-2(1H)-yl)-4-methylbenzamide). RXN SMILES: [OH:1][C:2]1[CH:11]=[C:10]2[C:5]([CH:6]=[CH:7][N:8]([C:13]3[CH:14]=[C:15]([CH:19]=[CH:20][C:21]=3[CH3:22])[C:16]([OH:18])=O)[C:9]2=[O:12])=[CH:4][CH:3]=1.S(Cl)(Cl)=O.CN(C=O)C.[CH2:32]([NH2:34])[CH3:33]>C(Cl)Cl.C1COCC1.[OH-].[Na+]>[CH2:32]([NH:34][C:16](=[O:18])[C:15]1[CH:19]=[CH:20][C:21]([CH3:22])=[C:13]([N:8]2[CH:7]=[CH:6][C:5]3[C:10](=[CH:11][C:2]([OH:1])=[CH:3][CH:4]=3)[C:9]2=[O:12])[CH:14]=1)[CH3:33] |f:6.7|. Reported procedure: To a stirred solution of 3-(7-hydroxy-1-oxoisoquinolin-2(1H)-yl)-4-methylbenzoic acid (140 mg) in methylene chloride (3 ml) was added thionyl chloride (40 μl) and DMF (40 μl) and the solution heated to 40° C. for 35 minutes. The reaction mixture was cooled to room temperature and 2M ethylamine in THF (2.1 mL) was added and the reaction stirred at room temperature for 2 hours. The reaction was dissolved in 1N NaOH and washed with ethyl acetate. The aqueous layer was acidified to pH 3 and extracte... Reactants: O=C(O)Cc1ccccc1C1CCCC1, NC1CCN(CCc2ccc(F)cc2)C1. Yields the product O=C(Cc1ccccc1C1CCCC1)NC1CCN(CCc2ccc(F)cc2)C1. RXN SMILES: [CH:1]1([c:6]2[c:7]([CH2:12][C:13](=[O:14])[OH:15])[cH:8][cH:9][cH:10][cH:11]2)[CH2:2][CH2:3][CH2:4][CH2:5]1.[NH2:16][CH:17]1[CH2:18][N:19]([CH2:22][CH2:23][c:24]2[cH:25][cH:26][c:27]([F:30])[cH:28][cH:29]2)[CH2:20][CH2:21]1>>[CH:1]1([c:6]2[c:7]([CH2:12][C:13](=[O:15])[NH:16][CH:17]3[CH2:18][N:19]([CH2:22][CH2:23][c:24]4[cH:25][cH:26][c:27]([F:30])[cH:28][cH:29]4)[CH2:20][CH2:21]3)[cH:8][cH:9][cH:10][cH:11]2)[CH2:2][CH2:3][CH2:4][CH2:5]1. The reactants are C(=O)(OC(C)(C)C)N(C)[C@@H](CO[Si](C)(C)C(C)(C)C)C#C ((R)-2-(N-Boc-N-methylamino)-1-(tert-butyldimethylsilyloxy)-but-3-yne), O (H2O), FC=1C(=C2/C(/C(NC2=CC1)=O)=C/C=1NC=CC1OC)I ((Z)-1,3-dihydro-5-fluoro-4-iodo-3-[(3-methoxy-1H-pyrrol-2-yl)methylene]-2H-indol-2-one), FC=1C(=C2/C(/C(NC2=CC1)=O)=C/C=1NC=CC1OC)I ((Z)-1,3-dihydro-5-fluoro-4-iodo-3-[(3-methoxy-1H-pyrrol-2-yl)methylene]-2H-indol-2-one). The reagents and catalysts are C=1C=CC(=CC1)[P](C=2C=CC=CC2)(C=3C=CC=CC3)[Pd]([P](C=4C=CC=CC4)(C=5C=CC=CC5)C=6C=CC=CC6)([P](C=7C=CC=CC7)(C=8C=CC=CC8)C=9C=CC=CC9)[P](C=1C=CC=CC1)(C=1C=CC=CC1)C=1C=CC=CC1 ((Ph3P)4Pd). Solvent: CN(C)C=O (DMF), CCN(CC)CC (Et3N), CCOC(=O)C (EtOAc), CCOC(=O)C (EtOAc), FC(C(=O)O)(F)F (trifluoroacetic acid), C(Cl)Cl (CH2Cl2). Run at time 2.5 hour. The product is FC=1C(=C2/C(/C(NC2=CC1)=O)=C/C=1NC=CC1OC)C#C[C@H](CO)NC ((R)-(Z)-1,3-Dihydro-5-fluoro-4-[4-hydroxy-3-methylamino-1-butynyl]-3-[(3-methoxy-1H-pyrrol-2-yl)methylene]-2H-indol-2-one). As a reaction SMILES: C([N:8]([C@H:10]([C:20]#[CH:21])[CH2:11][O:12][Si](C(C)(C)C)(C)C)[CH3:9])(OC(C)(C)C)=O.[F:22][C:23]1[C:24](I)=[C:25]2[C:29](=[CH:30][CH:31]=1)[NH:28][C:27](=[O:32])/[C:26]/2=[CH:33]\[C:34]1[NH:35][CH:36]=[CH:37][C:38]=1[O:39][CH3:40].O>CN(C=O)C.CCN(CC)CC.CCOC(C)=O.FC(F)(F)C(O)=O.C(Cl)Cl.C1C=CC([P]([Pd]([P](C2C=CC=CC=2)(C2C=CC=CC=2)C2C=CC=CC=2)([P](C2C=CC=CC=2)(C2C=CC=CC=2)C2C=CC=CC=2)[P](C2C=CC=CC=2)(C2C=CC=CC=2)C2C=CC=CC=2)(C2C=CC=CC=2)C2C=CC=CC=2)=CC=1>[F:22][C:23]1[C:24]([C:21]#[C:20][C@@H:10]([NH:8][CH3:9])[CH2:11][OH:12])=[C:25]2[C:29](=[CH:30][CH:31]=1)[NH:28][C:27](=[O:32])/[C:26]/2=[CH:33]\[C:34]1[NH:35][CH:36]=[CH:37][C:38]=1[O:39][CH3:40] |^1:74,76,95,114|. Procedure: Using Method C above, (R)-2-(N-Boc-N-methylamino)-1-(tert-butyldimethylsilyloxy)-but-3-yne (130 mg, 0.42 mmol) (Example 104C) was coupled with (Z)-1,3-dihydro-5-fluoro-4-iodo-3-[(3-methoxy-1H-pyrrol-2-yl)methylene]-2H-indol-2-one (80 mg, 0.21 mmol) (Starting Material 6) using (Ph3P)4Pd (24 mg, 0.02 mmol) and a catalytic amount of Cul in a mixture of DMF (5 mL) and Et3N (5 mL) as solvent at 80° C. for 5 hrs. Upon completion, the reaction mixture was diluted with EtOAc and extracted with H2O. The ... Starting materials: CN(C)C=O, ClCc1ccccc1, [H-], [Na+], Oc1ccc(Cc2ccc(O)cc2)cc1. Reaction SMILES: [CH3:26][N:27]([CH3:28])[CH:29]=[O:30].[Cl:18][CH2:19][c:20]1[cH:21][cH:22][cH:23][cH:24][cH:25]1.[H-:1].[Na+:2].[OH:3][c:4]1[cH:5][cH:6][c:7]([CH2:10][c:11]2[cH:12][cH:13][c:14]([OH:17])[cH:15][cH:16]2)[cH:8][cH:9]1>>[O:3]([c:4]1[cH:5][cH:6][c:7]([CH2:10][c:11]2[cH:12][cH:13][c:14]([OH:17])[cH:15][cH:16]2)[cH:8][cH:9]1)[CH2:19][c:20]1[cH:21][cH:22][cH:23][cH:24][cH:25]1. The product is Oc1ccc(Cc2ccc(OCc3ccccc3)cc2)cc1. Reactants: C1(C(CCCCCC1)=O)=O (cyclooctane-1,2-dione), COP(OC)(=O)CC(=O)C1CC1 ((2-cyclopropyl-2-oxo-ethyl)-phosphonic acid dimethyl ester), O.NN (hydrazine monohydrate). The product is C1(CC1)C1=CC2=C(N=N1)CCCCCC2 (3-Cyclopropyl-5,6,7,8,9,10-hexahydro-cycloocta[c]pyridazine). As a reaction SMILES: [C:1]1(=O)[CH2:8][CH2:7][CH2:6][CH2:5][CH2:4][CH2:3][C:2]1=O.COP([CH2:17][C:18]([CH:20]1[CH2:22][CH2:21]1)=O)(=O)OC.O.[NH2:24][NH2:25]>>[CH:20]1([C:18]2[N:25]=[N:24][C:2]3[CH2:3][CH2:4][CH2:5][CH2:6][CH2:7][CH2:8][C:1]=3[CH:17]=2)[CH2:22][CH2:21]1 |f:2.3|. Procedure details: yellow oil. MS (ESI): 292.9 (MH+). Prepared from cyclooctane-1,2-dione, (2-cyclopropyl-2-oxo-ethyl)-phosphonic acid dimethyl ester, hydrazine monohydrate. Starting materials: C1(CC1)N1CCC(CC1)C1=NOC(=N1)C1=CC=C(C#N)C=C1 (4-[3-(1-cyclopropylpiperidin-4-yl)[1,2,4]oxadiazol-5-yl]benzonitrile), C1CCOC1 (THF), [Cl-].[NH4+] (ammonium chloride), [Mg] (magnesium), C1(CC1)Br (cyclopropylbromide), C1CCOC1 (THF). The product is Cl.C1(CC1)C(=O)C1=CC=C(C=C1)C1=NC(=NO1)C1CCN(CC1)C1CC1 (Cyclopropyl-{4-[3-(1-cyclopropylpiperidin-4-yl)[1,2,4]oxadiazol-5-yl]phenyl}methanone, hydrochloride). Reaction SMILES: [Mg].C1(Br)CC1.[CH:6]1([N:9]2[CH2:14][CH2:13][CH:12]([C:15]3[N:19]=[C:18]([C:20]4[CH:27]=[CH:26][C:23](C#N)=[CH:22][CH:21]=4)[O:17][N:16]=3)[CH2:11][CH2:10]2)[CH2:8][CH2:7]1.[Cl-:28].[NH4+].[CH2:30]1[CH2:34][O:33][CH2:32][CH2:31]1>>[ClH:28].[CH:30]1([C:34]([C:23]2[CH:26]=[CH:27][C:20]([C:18]3[O:17][N:16]=[C:15]([CH:12]4[CH2:11][CH2:10][N:9]([CH:6]5[CH2:8][CH2:7]5)[CH2:14][CH2:13]4)[N:19]=3)=[CH:21][CH:22]=2)=[O:33])[CH2:31][CH2:32]1 |f:3.4,6.7|. Procedure: To a Grignard mixture (prepared from magnesium (50 mg, 2.1 mmol) and cyclopropylbromide (211 mg, 1.7 mmol) in dry THF (2 ml)) placed under an atmosphere of nitrogen was added dropwise a solution of 4-[3-(1-cyclopropylpiperidin-4-yl)[1,2,4]oxadiazol-5-yl]benzonitrile (250 mg, 0.85 mmol, prepared as described in Example 37) in dry THF (1.5 ml). When addition was complete the mixture was heated at reflux for 1 h. The mixture was allowed to cool and then saturated ammonium chloride (1 ml) was added....